Dataset: the Open Reaction Database (ORD), a public repository of structured organic reaction records. Task: describe an organic reaction: reactants, conditions, products, and yield The reactants are CC(C)(C)n1nccc1Nc1cncc(CO)n1, CS(=O)(=O)Cl, CCOC(C)=O, CN(C)C=O, CCN(C(C)C)C(C)C, ClC(Cl)Cl, [Cl-], [Li+]. Yields the product CC(C)(C)n1nccc1Nc1cncc(CCl)n1. Reaction SMILES: [C:1]([CH3:2])([CH3:3])([CH3:4])[n:5]1[n:6][cH:7][cH:8][c:9]1[NH:10][c:11]1[cH:12][n:13][cH:14][c:15]([CH2:17][OH:18])[n:16]1.[CH3:28][S:29](=[O:30])(=[O:31])[Cl:32].[CH3:39][CH2:40][O:41][C:42](=[O:43])[CH3:44].[CH3:45][N:46]([CH3:47])[CH:48]=[O:49].[CH:19]([N:20]([CH:21]([CH3:22])[CH3:23])[CH2:24][CH3:25])([CH3:26])[CH3:27].[CH:35]([Cl:36])([Cl:37])[Cl:38].[Cl-:34].[Li+:33]>>[C:1]([CH3:2])([CH3:3])([CH3:4])[n:5]1[n:6][cH:7][cH:8][c:9]1[NH:10][c:11]1[cH:12][n:13][cH:14][c:15]([CH2:17][Cl:32])[n:16]1. The reactants are NC=1C=C(C=CC1)C1=C(C=NC2=C(C=CC=C12)C(F)(F)F)C(=O)C1=CC=CC=C1 ([4-(3-aminophenyl)-8-(trifluoromethyl)quinolin-3-yl](phenyl)methanone), COC1OC(CC1)OC (2,5-dimethoxytetrahydrofuran). The solvent is C(C)(=O)O (acetic acid). Yields the product C1(=CC=CC=C1)C(=O)C=1C=NC2=C(C=CC=C2C1C1=CC(=CC=C1)N1C=CC=C1)C(F)(F)F (PHENYL[4-[3-(1H-PYRROL-1-YL)PHENYL]-8-(TRIFLUOROMETHYL)QUINOLIN-3-YL]METHANONE). Isolated yield 67.8%. RXN SMILES: [NH2:1][C:2]1[CH:3]=[C:4]([C:8]2[C:17]3[C:12](=[C:13]([C:18]([F:21])([F:20])[F:19])[CH:14]=[CH:15][CH:16]=3)[N:11]=[CH:10][C:9]=2[C:22]([C:24]2[CH:29]=[CH:28][CH:27]=[CH:26][CH:25]=2)=[O:23])[CH:5]=[CH:6][CH:7]=1.CO[CH:32]1[CH2:36][CH2:35][CH:34](OC)O1>C(O)(=O)C>[C:24]1([C:22]([C:9]2[CH:10]=[N:11][C:12]3[C:17]([C:8]=2[C:4]2[CH:5]=[CH:6][CH:7]=[C:2]([N:1]4[CH:32]=[CH:36][CH:35]=[CH:34]4)[CH:3]=2)=[CH:16][CH:15]=[CH:14][C:13]=3[C:18]([F:21])([F:19])[F:20])=[O:23])[CH:25]=[CH:26][CH:27]=[CH:28][CH:29]=1. Procedure details: A mixture of [4-(3-aminophenyl)-8-(trifluoromethyl)quinolin-3-yl](phenyl)methanone (0.04 g, 0.1 mmol) and 2,5-dimethoxytetrahydrofuran (0.08 g, 0.6 mmol) in 5 mL of acetic acid was heated at 80 for 1 h. Removal of solvent under reduced pressure gave a crude product that was purified by silica gel chromatography eluting with ethyl acetate/hexanes (5% to 30%) to give 30 mg (67%) of the title compound as an off-white solid. MS (ESI) m/z 443; HRMS: calcd for C27H17F3N2O, 442.1293; found (ESI, [M+H]+... The reactants are C(N)([O-])=O (carbamate), FC(C(=O)O)(F)F (trifluoroacetic acid), N[C@H]([C@H](CN(CCCCCCN1C(NC2=C1C=CC=C2)=O)C)O)CC2CCCCC2 (1-[6-[[(2S,3S)-3-amino-2-hydroxy-4-cyclohexylbutyl]methylamino]hexyl]-2benzimidazolinone), CNCCCCCCN1C(NC2=C1C=CC=C2)=O (1-[6-(methylamino)hexyl]-2-benzimidazolinone), Boc. The solvent is C(Cl)Cl (methylene chloride). The product is N[C@@H](CC1=CNC=N1)C(=O)O (L-histidine). Reaction SMILES: [C:1](=[O:4])([O-:3])N.CNCCCCCC[N:13]1[C:17]2[CH:18]=[CH:19]C=C[C:16]=2[NH:15][C:14]1=O.FC(F)(F)C(O)=O.[NH2:30][C@@H](CC1CCCCC1)[C@@H](O)CN(C)CCCCCCN1C2C=CC=CC=2NC1=O>C(Cl)Cl>[NH2:30][C@H:19]([C:1]([OH:3])=[O:4])[CH2:18][C:17]1[N:13]=[CH:14][NH:15][CH:16]=1. Procedure details: This compound was prepared, likewise in analogy to Examples 1 and 2, by reacting t-butyl [(1S,2R:S=9:1)-1-(cyclohexylmethyl)-2,3-epoxypropyl]carbamate with 1-[6-(methylamino)hexyl]-2-benzimidazolinone, cleaving off the Boc protecting group with 90% trifluoroacetic acid in methylene chloride and reacting the 1-[6-[[(2S,3S)-3-amino-2-hydroxy-4-cyclohexylbutyl]methylamino]hexyl]-2benzimidazolinone obtained with 1-(t-butoxycarbonyl)-N-(R)-α-(3,3-dimethyl-2-oxobutyl)hydrocinnamoyl]-L-histidine. The reactants are C(CCC)C1=NC=2C(=NC=CC2C)N1 (2-butyl-7-methyl-3H-imidazo[4,5-b]-pyridine), [H-].[Na+] (sodium hydride), BrCC1=CC=C(C=C1)N1C(=C(C(=C1)Cl)Cl)C#N (1-(4-bromomethylphenyl)-3,4-dichloropyrrole-2-carbonitrile), ice water. The solvent is CS(=O)C (dimethyl sulfoxide), CS(=O)C (dimethyl sulfoxide). Run at time 40 minute. The product is C(CCC)C1=NC=2C(=NC=CC2C)N1CC1=CC=C(C=C1)N1C(=C(C(=C1)Cl)Cl)C#N (2-butyl-3-[4-(2-cyano-3,4-dichloro-1-pyrrolyl)benzyl]-7-methyl-3H-imidazo[4,5-b]pyridine). The yield is 41.5%. Reaction SMILES: [CH2:1]([C:5]1[NH:14][C:8]2=[N:9][CH:10]=[CH:11][C:12]([CH3:13])=[C:7]2[N:6]=1)[CH2:2][CH2:3][CH3:4].[H-].[Na+].Br[CH2:18][C:19]1[CH:24]=[CH:23][C:22]([N:25]2[CH:29]=[C:28]([Cl:30])[C:27]([Cl:31])=[C:26]2[C:32]#[N:33])=[CH:21][CH:20]=1>CS(C)=O>[CH2:1]([C:5]1[N:14]([CH2:18][C:19]2[CH:20]=[CH:21][C:22]([N:25]3[CH:29]=[C:28]([Cl:30])[C:27]([Cl:31])=[C:26]3[C:32]#[N:33])=[CH:23][CH:24]=2)[C:8]2=[N:9][CH:10]=[CH:11][C:12]([CH3:13])=[C:7]2[N:6]=1)[CH2:2][CH2:3][CH3:4] |f:1.2|. Procedure: To a solution of 2-butyl-7-methyl-3H-imidazo[4,5-b]-pyridine (568 mg) in dimethyl sulfoxide (7 ml) was added sodium hydride (132 mg, 60% oil dispersion) at ambient temperature. The mixture was stirred for 40 minutes at the same temperature. To the mixture was added dropwise a solution of 1-(4-bromomethylphenyl)-3,4-dichloropyrrole-2-carbonitrile (990 mg) in dimethyl sulfoxide (3 ml). The mixture was stirred for 2 hours at ambient temperature and ice water (30 ml) was added therein. The separated...